Dataset: the Open Reaction Database (ORD), a public repository of structured organic reaction records. Task: describe an organic reaction: reactants, conditions, products, and yield The reactants are O.CO (water methanol), NOCS(=O)(=O)C=1C=C(C(O)=CC1)O (4-[[(aminooxy)methyl]sulphonyl]pyrocatechol), NC=1SC=C(N1)C(C(=O)N[C@H]1[C@H]2SCC(=C(N2C1=O)C(=O)O)CSC1=CC(=NC=2N1N=C(N2)C(=O)OC)C)=O ((6R, 7R)-7-(2-amino-4-thiazoleglyoxylamido)-3-[[[2-(methoxycarbonyl)-5-methyl-s-triazolo[1,5-a]pyrimidin-7-yl)thio]methyl]-8-oxo-5-thia-1-azabicyclo[4.2.0]oct-2-ene-2-carboxylic acid), [OH-].[Na+] (sodium hydroxide). Run in CO (methanol), O (water), O (water). Product: [Na+].NC=1SC=C(N1)/C(/C(=O)N[C@H]1[C@H]2SCC(=C(N2C1=O)C(=O)[O-])CSC1=CC(=NC=2N1N=C(N2)C(=O)OC)C)=N/OCS(=O)(=O)C2=CC(=C(C=C2)O)O ((6R, 7R)-7-[(Z)-2-(2-amino-4-thiazolyl)-2-[[[(3,4-dihydroxyphenyl)sulphonyl]methoxy]-imino]acetamido]-3-[[(2-(methoxycarbonyl)-5-methyl-s-triazolo[1,5-a]pyrimidin-7-yl]thio]methyl]-8-oxo-5 -thia-1-azabicyclo[4.2.0]oct-2-ene-2-carboxylic acid monosodium salt). Reaction SMILES: [NH2:1][O:2][CH2:3][S:4]([C:7]1[CH:8]=[C:9]([OH:14])[C:10](=[CH:12][CH:13]=1)[OH:11])(=[O:6])=[O:5].[NH2:15][C:16]1[S:17][CH:18]=[C:19]([C:21](=O)[C:22]([NH:24][C@@H:25]2[C:32](=[O:33])[N:31]3[C@@H:26]2[S:27][CH2:28][C:29]([CH2:37][S:38][C:39]2[N:44]4[N:45]=[C:46]([C:48]([O:50][CH3:51])=[O:49])[N:47]=[C:43]4[N:42]=[C:41]([CH3:52])[CH:40]=2)=[C:30]3[C:34]([OH:36])=[O:35])=[O:23])[N:20]=1.[OH-].[Na+:55].O.CO>O.CO>[Na+:55].[NH2:15][C:16]1[S:17][CH:18]=[C:19](/[C:21](=[N:1]/[O:2][CH2:3][S:4]([C:7]2[CH:13]=[CH:12][C:10]([OH:11])=[C:9]([OH:14])[CH:8]=2)(=[O:5])=[O:6])/[C:22]([NH:24][C@@H:25]2[C:32](=[O:33])[N:31]3[C@@H:26]2[S:27][CH2:28][C:29]([CH2:37][S:38][C:39]2[N:44]4[N:45]=[C:46]([C:48]([O:50][CH3:51])=[O:49])[N:47]=[C:43]4[N:42]=[C:41]([CH3:52])[CH:40]=2)=[C:30]3[C:34]([O-:36])=[O:35])=[O:23])[N:20]=1 |f:2.3,4.5,8.9|. Reported procedure: 122 mg of 4-[[(aminooxy)methyl]sulphonyl]pyrocatechol were reacted with 236 mg of (6R, 7R)-7-(2-amino-4-thiazoleglyoxylamido)-3-[[[2-(methoxycarbonyl)-5-methyl-s-triazolo[1,5-a]pyrimidin-7-yl)thio]methyl]-8-oxo-5-thia-1-azabicyclo[4.2.0]oct-2-ene-2-carboxylic acid according to the procedure described in Example 7. The crude product obtained was suspended in 10 ml of water and brought into solution by the slow addition of 0.1N sodium hydroxide solution, with care being taken that the pH of the so... The reactants are COC(=O)C1=NC=C(C=C1C)C1=CC(=CC=C1)C(F)(F)F (3-methyl-5-(3-trifluoromethyl-phenyl)-pyridine-2-carboxylic acid methyl ester), ClC=1C=C(C=CC1Cl)C=1C=C(C(=NC1)C(=O)N1CCC(CC1)N1CCCC1)C ([5-(3,4-Dichloro-phenyl)-3-methyl-pyridin-2-yl]-(4-pyrrolidin-1-yl-piperidin-1-yl)-methanone), FC=1C=C(C=C(C1)C(F)(F)F)B(O)O (3-fluoro-5-trifluoromethyl-phenyl-boronic acid), (1,1′-bis-diphenylphosphino)-ferrocene, C([O-])([O-])=O.[Na+].[Na+] (sodium carbonate). Reagents/catalysts: [Pd](Cl)Cl (palladium-(II)dichloride). Run in O1CCOCC1.O (dioxane water). The product is FC=1C=C(C=C(C1)C(F)(F)F)C=1C=C(C(=NC1)C(=O)N1CCC(CC1)N1CCCC1)C ([5-(3-Fluoro-5-trifluoromethyl-phenyl)-3-methyl-pyridin-2-yl]-(4-pyrrolidin-1-yl-piperidin-1-yl)-methanone). RXN SMILES: COC(C1C(C)=CC(C2C=CC=C(C(F)(F)F)C=2)=CN=1)=O.ClC1C=C([C:30]2[CH:31]=[C:32]([CH3:49])[C:33]([C:36]([N:38]3[CH2:43][CH2:42][CH:41]([N:44]4[CH2:48][CH2:47][CH2:46][CH2:45]4)[CH2:40][CH2:39]3)=[O:37])=[N:34][CH:35]=2)C=CC=1Cl.[F:50][C:51]1[CH:52]=[C:53](B(O)O)[CH:54]=[C:55]([C:57]([F:60])([F:59])[F:58])[CH:56]=1.C(=O)([O-])[O-].[Na+].[Na+]>O1CCOCC1.O.[Pd](Cl)Cl>[F:50][C:51]1[CH:52]=[C:53]([C:30]2[CH:31]=[C:32]([CH3:49])[C:33]([C:36]([N:38]3[CH2:39][CH2:40][CH:41]([N:44]4[CH2:48][CH2:47][CH2:46][CH2:45]4)[CH2:42][CH2:43]3)=[O:37])=[N:34][CH:35]=2)[CH:54]=[C:55]([C:57]([F:60])([F:59])[F:58])[CH:56]=1 |f:3.4.5,6.7|. Procedure: In analogy to the procedure described for the preparation of intermediate 1A, (5-bromo-3-methyl-pyridin-2-yl)-(4-pyrrolidin-1-yl-piperidin-1-yl)-methanone (see example 28) was reacted with 3-fluoro-5-trifluoromethyl-phenyl-boronic acid, (1,1′-bis-diphenylphosphino)-ferrocene)palladium-(II)dichloride (1:1 complex with CH2Cl2) and sodium carbonate in dioxane/water to give the title compound as brown amorphous solid. MS: 436.4 (MH+). Starting materials: BrCCCCC1(SC2=C(N(C1=O)C)C=CC=C2)C2=C(C=CC(=C2)OC)OC2OCCCC2 (2-(4-bromobutyl)-2-[5-methoxy-2-(tetrahydropyran-2-yloxy)phenyl]-4-methyl-3-oxo-2H-1,4-benzothiazine), CS.[Na] (sodium methyl mercaptan), O1CCCC1 (tetrahydrofuran). Solvent: C(C)O (ethanol), C(C)O (Ethanol). Run at time 45 minute. The product is OC1=C(C=C(C=C1)OC)C1(SC2=C(N(C1=O)C)C=CC=C2)CCCCSC (3,4-Dihydro-2-(2-hydroxy-5-methoxyphenyl)-4-methyl-2-(4-methylthiobutyl)-3-oxo-2H-1,4-benzothiazine). Isolated yield 77.3%. Reaction SMILES: Br[CH2:2][CH2:3][CH2:4][CH2:5][C:6]1([C:18]2[CH:23]=[C:22]([O:24][CH3:25])[CH:21]=[CH:20][C:19]=2[O:26]C2CCCCO2)[C:11](=[O:12])[N:10]([CH3:13])[C:9]2[CH:14]=[CH:15][CH:16]=[CH:17][C:8]=2[S:7]1.O1CCCC1.[CH3:38][SH:39].[Na]>C(O)C>[OH:26][C:19]1[CH:20]=[CH:21][C:22]([O:24][CH3:25])=[CH:23][C:18]=1[C:6]1([CH2:5][CH2:4][CH2:3][CH2:2][S:39][CH3:38])[C:11](=[O:12])[N:10]([CH3:13])[C:9]2[CH:14]=[CH:15][CH:16]=[CH:17][C:8]=2[S:7]1 |f:2.3,^1:39|. Procedure details: To a stirred solution of 2-(4-bromobutyl)-2-[5-methoxy-2-(tetrahydropyran-2-yloxy)phenyl]-4-methyl-3-oxo-2H-1,4-benzothiazine (4.9 g, compound No. 34) in ethanol (25 ml), 20-25% aqueous sodium methyl mercaptan solution (16.6 ml) is added. Ethanol (15 ml) and tetrahydrofuran (20 ml) are added to the mixture. The mixture is stirred for 45 minutes at room temperature, and concentrated in vacuo. 2N Hydrochloric acid (50 ml), tetrahydrofuran (25 ml) and ethanol (25 ml) are added to the residue dissol... Reactants: C(C)(C)N(CC)C(C)C (diisopropylethylamine), C1(=CC=CC=C1)P(=O)(C1=CC=CC=C1)N=[N+]=[N-] (diphenylphosphorylazide), C(C)(C)(C)O (t-butanol), C(=O)(O)C1CN(CCC1)C(=O)OCC1C2=CC=CC=C2C=2C=CC=CC12 (9H-fluoren-9-ylmethyl 3-carboxypiperidine-1-carboxylate). Run in C(C)(=O)OCC (ethyl acetate). Conditions: temperature 60 celsius. Product: C(C)(C)(C)OC(=O)NC1CN(CCC1)C(=O)OCC1C2=CC=CC=C2C=2C=CC=CC12 (9H-fluoren-9-ylmethyl 3-t-butoxycarbonylaminopiperidine-1-carboxylate). Reaction SMILES: C([N:4]([CH:7](C)C)CC)(C)C.C1(P(N=[N+]=[N-])(C2C=CC=CC=2)=[O:17])C=CC=CC=1.[C:27]([OH:31])([CH3:30])([CH3:29])[CH3:28].C([CH:35]1[CH2:40][CH2:39][CH2:38][N:37]([C:41]([O:43][CH2:44][CH:45]2[C:57]3[CH:56]=[CH:55][CH:54]=[CH:53][C:52]=3[C:51]3[C:46]2=[CH:47][CH:48]=[CH:49][CH:50]=3)=[O:42])[CH2:36]1)(O)=O>C(OCC)(=O)C>[C:27]([O:31][C:7]([NH:4][CH:35]1[CH2:40][CH2:39][CH2:38][N:37]([C:41]([O:43][CH2:44][CH:45]2[C:57]3[CH:52]=[CH:53][CH:54]=[CH:55][C:56]=3[C:47]3[C:46]2=[CH:51][CH:50]=[CH:49][CH:48]=3)=[O:42])[CH2:36]1)=[O:17])([CH3:30])([CH3:29])[CH3:28]. Procedure: 1.84 g of diisopropylethylamine and 4.71 g of diphenylphosphorylazide were added to 10 ml of a t-butanol solution of 5.01 g of 9H-fluoren-9-ylmethyl 3-carboxypiperidine-1-carboxylate, and the mixture was heated at 60° C. under a nitrogen atmosphere for 18 hours. The reaction solution was cooled, and 150 ml of ethyl acetate was added thereto. The organic layer was washed successively with 100 ml of 5% aqueous sulfuric acid, 100 ml of 5% aqueous sodium bicarbonate solution, 100 ml of water, and 10... The product is OC1=CC=C(CCCCCCCC1)SC1=CC=CC=C1 (4-hydroxyphenylthio cyclododecadiene). Run at temperature 40 celsius, time 24 hour. Reactants: SC1=CC=C(C=C1)O (4-mercaptophenol), C1(=CC=CC=C1)C (toluene), C1=CCCC=CCCC=CCC1 (1,5,9-cyclododecatriene). As a reaction SMILES: [SH:1][C:2]1[CH:7]=[CH:6][C:5]([OH:8])=[CH:4][CH:3]=1.[CH:9]1[CH2:20][CH2:19]C=CCCC=C[CH2:12][CH2:11][CH:10]=1.[C:21]1(C)[CH:26]=[CH:25][CH:24]=[CH:23][CH:22]=1>>[OH:8][C:5]1[CH2:4][CH2:3][CH2:12][CH2:11][CH2:10][CH2:9][CH2:20][CH2:19][C:2]([S:1][C:21]2[CH:22]=[CH:23][CH:24]=[CH:25][CH:26]=2)=[CH:7][CH:6]=1. Reported procedure: To the reactor of Example 1 was added 100.8 grams of 4-mercaptophenol and 100 ml toluene. While maintaining the reaction mixture at 40° C. 32.6 grams of 1,5,9-cyclododecatriene was added over a 20 minute period. The mixture was agitated for 24 hours and then stripped to a pot temperature of 220° C. and 11 mm. Hg. to yield 46 grams of product. The reactants are CCN, C1COCCO1, Cc1ccc(S(=O)(=O)OCCOc2ccc(NC(=O)C3CCOCC3)cc2)cc1. Yields the product CCNCCOc1ccc(NC(=O)C2CCOCC2)cc1. RXN SMILES: [CH3:30][CH2:31][NH2:32].[O:33]1[CH2:34][CH2:35][O:36][CH2:37][CH2:38]1.[c:1]1([CH3:2])[cH:3][cH:4][c:5]([S:6]([O:7][CH2:11][CH2:12][O:13][c:14]2[cH:15][cH:16][c:17]([NH:18][C:19](=[O:20])[CH:21]3[CH2:22][CH2:23][O:24][CH2:25][CH2:26]3)[cH:27][cH:28]2)(=[O:8])=[O:9])[cH:10][cH:29]1>>[CH2:11]([CH2:12][O:13][c:14]1[cH:15][cH:16][c:17]([NH:18][C:19](=[O:20])[CH:21]2[CH2:22][CH2:23][O:24][CH2:25][CH2:26]2)[cH:27][cH:28]1)[NH:32][CH2:31][CH3:30].